From a dataset of the Open Reaction Database (ORD), a public repository of structured organic reaction records. describe an organic reaction: reactants, conditions, products, and yield The reactants are BrCC=1C=CC2=C(OCCC3=C2SC(=C3)C(=O)N(C)C3=C(C=CC=C3)Cl)C1 (8-(Bromomethyl)-N-(2-chlorophenyl)-N-methyl-4,5-dihydrobenzo[b]thieno[2,3-d]oxepine-2-carboxamide), CN1CCNCC1 (N-methylpiperazine). Yields the product ClC1=C(C=CC=C1)N(C(=O)C1=CC2=C(C3=C(OCC2)C=C(C=C3)CN3CCN(CC3)C)S1)C (N-(2-chlorophenyl)-N-methyl-8-((4-methylpiperazin-1-yl)methyl)-4,5-dihydrobenzo[b]thieno[2,3-d]oxepine-2-carboxamide). RXN SMILES: Br[CH2:2][C:3]1[CH:4]=[CH:5][C:6]2[C:12]3[S:13][C:14]([C:16]([N:18]([C:20]4[CH:25]=[CH:24][CH:23]=[CH:22][C:21]=4[Cl:26])[CH3:19])=[O:17])=[CH:15][C:11]=3[CH2:10][CH2:9][O:8][C:7]=2[CH:27]=1.[CH3:28][N:29]1[CH2:34][CH2:33][NH:32][CH2:31][CH2:30]1>>[Cl:26][C:21]1[CH:22]=[CH:23][CH:24]=[CH:25][C:20]=1[N:18]([CH3:19])[C:16]([C:14]1[S:13][C:12]2[C:6]3[CH:5]=[CH:4][C:3]([CH2:2][N:32]4[CH2:33][CH2:34][N:29]([CH3:28])[CH2:30][CH2:31]4)=[CH:27][C:7]=3[O:8][CH2:9][CH2:10][C:11]=2[CH:15]=1)=[O:17]. Procedure details: 8-(Bromomethyl)-N-(2-chlorophenyl)-N-methyl-4,5-dihydrobenzo[b]thieno[2,3-d]oxepine-2-carboxamide was reacted with N-methylpiperazine using the procedure of Example 153 for 243 to give 241. MS: (ESI+) 482.0 Starting materials: C(#N)C1=C(C=C(C=C1)[N+](=O)[O-])C1=CC=C(C=C1)C=1SC=CC1NS(=O)(=O)C(C)C (propane-2-sulfonic acid [2-(2′-cyano-5′-nitro-biphenyl-4-yl)-thiophen-3-yl]-amide), C(#N)C1=C(C=C(C=C1)[N+](=O)[O-])C1=CC=C(C=C1)C=1SC=CC1NS(=O)(=O)C(C)C (propane-2-sulfonic acid [2-(2′-cyano-5′-nitro-biphenyl-4-yl)-thiophen-3-yl]-amide), Cl[Sn]Cl (SnCl2), O (H2O). Run in C(C)O (ethanol). Run at temperature 90 celsius. Product: NC=1C=CC(=C(C1)C1=CC=C(C=C1)C=1SC=CC1NS(=O)(=O)C(C)C)C#N (Propane-2-sulfonic acid [2-(5′-amino-2′-cyano-biphenyl-4-yl)-thiophen-3-yl]-amide). Yield: 82.0%. RXN SMILES: [C:1]([C:3]1[CH:8]=[CH:7][C:6]([N+:9]([O-])=O)=[CH:5][C:4]=1[C:12]1[CH:17]=[CH:16][C:15]([C:18]2[S:19][CH:20]=[CH:21][C:22]=2[NH:23][S:24]([CH:27]([CH3:29])[CH3:28])(=[O:26])=[O:25])=[CH:14][CH:13]=1)#[N:2].Cl[Sn]Cl.O>C(O)C>[NH2:9][C:6]1[CH:7]=[CH:8][C:3]([C:1]#[N:2])=[C:4]([C:12]2[CH:17]=[CH:16][C:15]([C:18]3[S:19][CH:20]=[CH:21][C:22]=3[NH:23][S:24]([CH:27]([CH3:29])[CH3:28])(=[O:26])=[O:25])=[CH:14][CH:13]=2)[CH:5]=1. Reported procedure: Prepare propane-2-sulfonic acid [2-(2′-cyano-5′-nitro-biphenyl-4-yl)-thiophen-3-yl]-amide in a manner analogous to the procedure set forth in Preparation 4. Add SnCl2.2 H2O (642 mg, 3.40 mmol) into a solution of propane-2-sulfonic acid [2-(2′-cyano-5′-nitro-biphenyl-4-yl)-thiophen-3-yl]-amide (279 mg, 0.654 mmol) in ethanol (6.54 mL). Heat the mixture at 90° C. for 3 h. Cool to room temperature. Concentrate to remove the solvent in vacuo. Dilute with dichloromethane, and add aqueous sodium bicar... Reactants: [C-]#N, O=CCCc1ccc(OCc2ccccc2)cc1, C1CCOC1, [K+], O. Product: N#CC(O)CCc1ccc(OCc2ccccc2)cc1. RXN SMILES: [C-:19]#[N:20].[CH2:1]([c:2]1[cH:3][cH:4][cH:5][cH:6][cH:7]1)[O:8][c:9]1[cH:10][cH:11][c:12]([CH2:15][CH2:16][CH:17]=[O:18])[cH:13][cH:14]1.[CH2:22]1[O:23][CH2:24][CH2:25][CH2:26]1.[K+:21].[OH2:27]>>[CH2:1]([c:2]1[cH:3][cH:4][cH:5][cH:6][cH:7]1)[O:8][c:9]1[cH:10][cH:11][c:12]([CH2:15][CH2:16][CH:17]([OH:18])[C:19]#[N:20])[cH:13][cH:14]1. The reactants are C=CCC1(C(=O)Nc2cccc(Cl)c2)CCN(C(=O)OC(C)(C)C)CC1, CO, C1COCCO1. Yields the product C=CCC1(C(=O)Nc2cccc(Cl)c2)CCNCC1. As a reaction SMILES: [CH2:1]([CH:2]=[CH2:3])[C:4]1([C:17]([NH:18][c:19]2[cH:20][c:21]([Cl:25])[cH:22][cH:23][cH:24]2)=[O:26])[CH2:5][CH2:6][N:7]([C:10]([O:11][C:12]([CH3:13])([CH3:14])[CH3:15])=[O:16])[CH2:8][CH2:9]1.[CH3:33][OH:34].[O:27]1[CH2:28][CH2:29][O:30][CH2:31][CH2:32]1>>[CH2:1]([CH:2]=[CH2:3])[C:4]1([C:17]([NH:18][c:19]2[cH:20][c:21]([Cl:25])[cH:22][cH:23][cH:24]2)=[O:26])[CH2:5][CH2:6][NH:7][CH2:8][CH2:9]1. Starting materials: NC1=NC(=CC(=N1)O)C(C)(C)C (2-Amino-4-hydroxy-6-tert-butylpyrimidine), P(=O)(Cl)(Cl)Cl (phosphorus oxychloride). The product is NC1=NC(=CC(=N1)Cl)C(C)(C)C (2-amino-4-chloro-6-tert-butylpyrimidine). As a reaction SMILES: [NH2:1][C:2]1[N:7]=[C:6](O)[CH:5]=[C:4]([C:9]([CH3:12])([CH3:11])[CH3:10])[N:3]=1.P(Cl)(Cl)([Cl:15])=O>>[NH2:1][C:2]1[N:7]=[C:6]([Cl:15])[CH:5]=[C:4]([C:9]([CH3:12])([CH3:11])[CH3:10])[N:3]=1. Reported procedure: 2-Amino-4-hydroxy-6-tert-butylpyrimidine (8.35 g) was dissolved in 50 mL of phosphorus oxychloride and the solution refluxed for 2 hours. Excess phosphorus oxychloride was removed under vacuum and the residue dissolved in 100 mL of ethanol. The solution was adjusted to pH 8 with ice-cold concentrated ammonium hydroxide, and solvent removed under reduced pressure. The residue was filtered to give a white solid, which was recrystallized from ethanol-water to give 2-amino-4-chloro-6-tert-butylpyrim... Starting materials: BrC1=CC=C(COC2=C3C=CC(=CC3=CC=C2)NS(=O)(=O)C(F)(F)F)C=C1 (N-[5-(4-Bromo-benzyloxy)-naphthalen-2-yl}-C,C,C-trifluoromethanesulfonamide), FC1=CC=C(C=C1)B(O)O (4-florophenyl boronic acid). The solvent is CS(=O)C (DMSO). Yields the product FC1=CC=C(C=C1)C1=CC=C(C=C1)COC1=C2C=CC(=CC2=CC=C1)NS(=O)(=O)C(F)(F)F (N-[5-(4′-Fluoro-biphenyl-4-ylmethoxy)-naphthalen-2-yl]-C,C,C-trifluoro-methanesulfonamide). As a reaction SMILES: Br[C:2]1[CH:27]=[CH:26][C:5]([CH2:6][O:7][C:8]2[CH:17]=[CH:16][CH:15]=[C:14]3[C:9]=2[CH:10]=[CH:11][C:12]([NH:18][S:19]([C:22]([F:25])([F:24])[F:23])(=[O:21])=[O:20])=[CH:13]3)=[CH:4][CH:3]=1.[F:28][C:29]1[CH:34]=[CH:33][C:32](B(O)O)=[CH:31][CH:30]=1>CS(C)=O>[F:28][C:29]1[CH:34]=[CH:33][C:32]([C:2]2[CH:3]=[CH:4][C:5]([CH2:6][O:7][C:8]3[CH:17]=[CH:16][CH:15]=[C:14]4[C:9]=3[CH:10]=[CH:11][C:12]([NH:18][S:19]([C:22]([F:23])([F:25])[F:24])(=[O:21])=[O:20])=[CH:13]4)=[CH:26][CH:27]=2)=[CH:31][CH:30]=1. Procedure: The title compound was prepared from the product of Example 1 and 4-florophenyl boronic acid according to the procedure of Example 2, m.p. 139-140° C. DMSO: δ 12.0 broad (s, 1H), 7.0-8.3(m, 14H, arom), 5.36 (s, 2H). CHN 60.63, 3.60, 2.94. Found 60.60, 3.50, 2.83. Starting materials: BrB(Br)Br, CO, ClCCl, COc1ccccc1NC(=O)CC(=O)Nc1ccc(Oc2ccnc3cc(-c4cncn4C)sc23)c(F)c1, O. The product is Cn1cncc1-c1cc2nccc(Oc3ccc(NC(=O)CC(=O)Nc4ccccc4O)cc3F)c2s1. As a reaction SMILES: [B:39]([Br:40])([Br:41])[Br:42].[CH3:46][OH:47].[Cl:43][CH2:44][Cl:45].[F:1][c:2]1[cH:3][c:4]([NH:24][C:25]([CH2:26][C:27](=[O:28])[NH:29][c:30]2[c:31]([O:36][CH3:37])[cH:32][cH:33][cH:34][cH:35]2)=[O:38])[cH:5][cH:6][c:7]1[O:8][c:9]1[c:10]2[c:11]([n:12][cH:13][cH:14]1)[cH:15][c:16](-[c:18]1[cH:19][n:20][cH:21][n:22]1[CH3:23])[s:17]2.[OH2:48]>>[F:1][c:2]1[cH:3][c:4]([NH:24][C:25]([CH2:26][C:27](=[O:28])[NH:29][c:30]2[c:31]([OH:36])[cH:32][cH:33][cH:34][cH:35]2)=[O:38])[cH:5][cH:6][c:7]1[O:8][c:9]1[c:10]2[c:11]([n:12][cH:13][cH:14]1)[cH:15][c:16](-[c:18]1[cH:19][n:20][cH:21][n:22]1[CH3:23])[s:17]2.